From a dataset of the Open Reaction Database (ORD), a public repository of structured organic reaction records. describe an organic reaction: reactants, conditions, products, and yield Reactants: C(=O)(N1C=NC=C1)N1C=NC=C1 (carbonyldiimidazole), NC1=C2C(OCC2=C(C(=C1C/C=C(/CCC(=O)OC)\C)OC)C)=O (methyl (E)-6-(1,3-dihydro-4-amino-6-methoxy-7-methyl-3-oxoisobenzofuran-5-yl)-4-methyl-4-hexenoate), O (water). Solvent: C(=O)O (formic acid). Product: C(=O)NC1=C2C(OCC2=C(C(=C1C/C=C(/CCC(=O)OC)\C)OC)C)=O (methyl (E)-6-[1,3-dihydro-4-formamido-6-methoxy-7-methyl-3-oxoisobenzofuran-5-yl]-4-methyl-4-hexenoate). The yield is 66.4%. As a reaction SMILES: [NH2:1][C:2]1[C:10]([CH2:11]/[CH:12]=[C:13](\[CH3:20])/[CH2:14][CH2:15][C:16]([O:18][CH3:19])=[O:17])=[C:9]([O:21][CH3:22])[C:8]([CH3:23])=[C:7]2[C:3]=1[C:4](=[O:24])[O:5][CH2:6]2.[C:25](N1C=CN=C1)(N1C=CN=C1)=[O:26].O>C(O)=O>[CH:25]([NH:1][C:2]1[C:10]([CH2:11]/[CH:12]=[C:13](\[CH3:20])/[CH2:14][CH2:15][C:16]([O:18][CH3:19])=[O:17])=[C:9]([O:21][CH3:22])[C:8]([CH3:23])=[C:7]2[C:3]=1[C:4](=[O:24])[O:5][CH2:6]2)=[O:26]. Procedure details: A solution of methyl (E)-6-(1,3-dihydro-4-amino-6-methoxy-7-methyl-3-oxoisobenzofuran-5-yl)-4-methyl-4-hexenoate (0.32 g, 1 mmol) in 3 ml formic acid was cooled to 0° C. and treated with 0.45 g of carbonyldiimidazole. After 1 hour water was added and the precipitate collected by filtration. This material was recrystallized from isopropanol to give 0.24 g of methyl (E)-6-[1,3-dihydro-4-formamido-6-methoxy-7-methyl-3-oxoisobenzofuran-5-yl]-4-methyl-4-hexenoate, as a white solid, mp 187°-189° C. Reactants: CCCCO, [Na+], [OH-], O, OCCCl, O=[N+]([O-])c1ccccc1O. Product: O=[N+]([O-])c1ccccc1OCCO. RXN SMILES: [CH2:18]([OH:19])[CH2:20][CH2:21][CH3:22].[Na+:12].[OH-:11].[OH2:13].[OH:14][CH2:15][CH2:16][Cl:17].[OH:1][c:2]1[cH:3][cH:4][cH:5][cH:6][c:7]1[N+:8]([O-:9])=[O:10]>>[O:1]([c:2]1[cH:3][cH:4][cH:5][cH:6][c:7]1[N+:8]([O-:9])=[O:10])[CH2:16][CH2:15][OH:14]. Reactants: FC(C1=CC(=C(\C=N\[S@](=O)C(C)(C)C)C=C1)F)F ((R,E)-N-(4-(difluoromethyl)-2-fluorobenzylidene)-2-methylpropane-2-sulfinamide), C[Mg]Br (methylmagnesium bromide). The solvent is C(Cl)Cl (DCM). Reaction conditions: temperature 0 celsius, time 30 minute. Yields the product FC(C1=CC(=C(C=C1)[C@H](C)N[S@](=O)C(C)(C)C)F)F ((R)—N—((S)-1-(4-(difluoromethyl)-2-fluorophenyl)ethyl)-2-methylpropane-2-sulfinamide). RXN SMILES: [F:1][CH:2]([F:18])[C:3]1[CH:16]=[CH:15][C:6](/[CH:7]=[N:8]/[S@@:9]([C:11]([CH3:14])([CH3:13])[CH3:12])=[O:10])=[C:5]([F:17])[CH:4]=1.[CH3:19][Mg]Br>C(Cl)Cl>[F:18][CH:2]([F:1])[C:3]1[CH:16]=[CH:15][C:6]([C@@H:7]([NH:8][S@@:9]([C:11]([CH3:13])([CH3:14])[CH3:12])=[O:10])[CH3:19])=[C:5]([F:17])[CH:4]=1. Procedure details: To a solution of (R,E)-N-(4-(difluoromethyl)-2-fluorobenzylidene)-2-methylpropane-2-sulfinamide (266 mg, 0.959 mmol) in DCM (9.6 mL) was added methylmagnesium bromide (3M in diethylether; 1.20 mL) at 0° C. The reaction mixture was allowed to stir for 30 min at 0° C., gradually allowed to warm to room temperature and stirred for 1 hour at room temperature. The mixture was cooled to 0° C., and carefully quenched with saturated aqueous NH4Cl solution (3 mL). The separated aqueous phase was extracte... The reactants are ClC=1C=NC(NC1)=O (5-chloropyrimidin-2-one), C(C)(=O)NC=1SC=C(N1)CCl (2-acetylamino-4-chloromethylthiazole). Reagents/catalysts: [Cl-].C(C1=CC=CC=C1)[N+](C)(C)C (benzyltrimethylammonium chloride). Run in CN(C=O)C (N,N-dimethylformamide). Run at temperature 90 celsius. The product is C(C)(=O)NC=1SC=C(N1)CN1C(N=CC(=C1)Cl)=O (1-(2-Acetylaminothiazol-4-ylmethyl)-5-chloropyrimidin-2-one). Yield: 11.9%. Reaction SMILES: [Cl:1][C:2]1[CH:3]=[N:4][C:5](=[O:8])[NH:6][CH:7]=1.[C:9]([NH:12][C:13]1[S:14][CH:15]=[C:16]([CH2:18]Cl)[N:17]=1)(=[O:11])[CH3:10]>[Cl-].C([N+](C)(C)C)C1C=CC=CC=1.CN(C)C=O>[C:9]([NH:12][C:13]1[S:14][CH:15]=[C:16]([CH2:18][N:4]2[CH:3]=[C:2]([Cl:1])[CH:7]=[N:6][C:5]2=[O:8])[N:17]=1)(=[O:11])[CH3:10] |f:2.3|. Reported procedure: A stirred suspension of 5-chloropyrimidin-2-one (653 mg), 2-acetylamino-4-chloromethylthiazole (1.430 g) anhydrous sodium carbonate (1.060 g) and benzyltrimethylammonium chloride (20 mg) in dry N,N-dimethylformamide (25 ml) was heated at 90° C. After 11/2 h the reaction mixture was evaporated to dryness and then the residue was suspended in ethyl acetate (250 ml) and washed with water (3×70 ml), dried (MgSO4) and evaporated to a yellow foam. The foam was subjected to p.l.c. on silica developing ... The reactants are C1=CC=C2CCC3=C(C4=CC=CC=C4C1=C23)C=O (4,5-dihydroacephenanthrylene-6-carbaldehyde). The solvent is C1(=CC=CC=C1)C.CCCCCC (PhCH3 hexane). Yields the product C1=CC=C2C=CC3=C(C4=CC=CC=C4C1=C23)C=O (6-acephenanthrylenecarbaldehyde). Yield: 35.8%. Reaction SMILES: [CH:1]1[C:15]2=[C:16]3[C:7](=[C:8]([CH:17]=[O:18])[C:9]4[C:14]2=[CH:13][CH:12]=[CH:11][CH:10]=4)[CH2:6][CH2:5][C:4]3=[CH:3][CH:2]=1>C1(C)C=CC=CC=1.CCCCCC>[CH:1]1[C:15]2=[C:16]3[C:7](=[C:8]([CH:17]=[O:18])[C:9]4[C:14]2=[CH:13][CH:12]=[CH:11][CH:10]=4)[CH:6]=[CH:5][C:4]3=[CH:3][CH:2]=1 |f:1.2|. Procedure details: Using the dehydrogenation procedure outlined in Example 7B, 4,5-dihydroacephenanthrylene-6-carbaldehyde (J. P. Hoeffinger, P. Jacquignon, and N. P. Buu-Hoi, Bull. Soc. Chim. Fr. 974 (1970)) gave a 35.8% yield of 6-acephenanthrylenecarbaldehyde, mp 161°-163° (dec), (C, H), (PhCH3 /hexane). Reactants: COC=1SC(=NN1)COC1=CC=CC=C1 (2-methoxy-5-phenoxymethyl-1,3,4-thiadiazole), Cl (hydrogen chloride). Run in O1CCOCC1 (dioxane). Run at time 1 hour. The product is O(C1=CC=CC=C1)CC1=NNC(S1)=O (5-phenoxymethyl-1,3,4-thiadiazol-2(3H)-one). Reaction SMILES: C[O:2][C:3]1[S:4][C:5]([CH2:8][O:9][C:10]2[CH:15]=[CH:14][CH:13]=[CH:12][CH:11]=2)=[N:6][N:7]=1.Cl>O1CCOCC1>[O:9]([CH2:8][C:5]1[S:4][C:3](=[O:2])[NH:7][N:6]=1)[C:10]1[CH:11]=[CH:12][CH:13]=[CH:14][CH:15]=1. Reported procedure: 44 g of crude 2-methoxy-5-phenoxymethyl-1,3,4-thiadiazole are added in portions to a solution of 15 g of hydrogen chloride in 200 ml of dioxane. After boiling for one hour under reflux, the mixture is evaporated and the resulting mass is recrystallised from a little methanol. This gives 30 g of 5-phenoxymethyl-1,3,4-thiadiazol-2(3H)-one as colourless crystals.